Dataset: the Open Reaction Database (ORD), a public repository of structured organic reaction records. Task: describe an organic reaction: reactants, conditions, products, and yield Starting materials: [Li+].[Cl-] (LiCl), C(#N)[Cu] (CuCN), C(C1=CC=CC=C1)(=O)Cl (benzoyl chloride), BrC1=C(C=CC=C1)Br (1,2-dibromobenzene), Br Mg. Run in C1CCOC1 (THF). Reaction conditions: temperature -15 celsius, time 1 hour. The product is BrC1=C(C=CC=C1)C(=O)C1=CC=CC=C1 ((2-bromophenyl)(phenyl)methanone). As a reaction SMILES: [Li+].[Cl-].Br[C:4]1[CH:9]=[CH:8][CH:7]=[CH:6][C:5]=1[Br:10].C([Cu])#N.[C:14](Cl)(=[O:21])[C:15]1[CH:20]=[CH:19][CH:18]=[CH:17][CH:16]=1>C1COCC1>[Br:10][C:5]1[CH:6]=[CH:7][CH:8]=[CH:9][C:4]=1[C:14]([C:15]1[CH:20]=[CH:19][CH:18]=[CH:17][CH:16]=1)=[O:21] |f:0.1|. Reported procedure: A dry and argon flushed 10 mL flask, equipped with a magnetic stirrer and a septum, was charged with i-PrMgCl.LiCl (1 mL, 1.05 M in THF, 1.05 mmole), the reaction mixture was cooled to −15° C. and 1,2-dibromobenzene (235.9 mg, 1 mmole) was then added dropwise. The Br/Mg-exchange was complete after 1.5 h (checked by GC analysis of reaction aliquots, conversion more than 98%) and solution of CuCN.2LiCl (0.1 mL, 1.0 M in THF, 0.1 mmole) was added. After stirring for 10 min at −15° C. benzoyl chlori... Starting materials: C(C(=O)Cl)(=O)Cl (oxalyl chloride), Cl.C(C=C)NC(C#N)C (α-(allylamino)-propionitrile hydrochloride). Solvent: ClC1=C(C=CC=C1)Cl (o-dichlorobenzene). Run at temperature 100 celsius. Product: C(C=C)N1C(C(=NC(=C1C)Cl)Cl)=O (1-Allyl-3,5-dichloro-6-methylpyrazinone). RXN SMILES: [C:1]([Cl:6])(=O)[C:2](Cl)=[O:3].[ClH:7].[CH2:8]([NH:11][CH:12]([CH3:15])[C:13]#[N:14])[CH:9]=[CH2:10]>ClC1C=CC=CC=1Cl>[CH2:8]([N:11]1[C:12]([CH3:15])=[C:13]([Cl:7])[N:14]=[C:1]([Cl:6])[C:2]1=[O:3])[CH:9]=[CH2:10] |f:1.2|. Procedure: A stirred mixture of oxalyl chloride (30.5 ml, 0.35 mol) and α-(allylamino)-propionitrile hydrochloride (10.26 g, 70 mmol) in o-dichlorobenzene (100 ml) was heated to 100° C. for 15 h. The solvent was evaporated in vacuo and the residual black oil was purified by flash column chromatography on silica (eluting with 30% ethyl acetate hexanes) to give the title compound as a tan crystalline solid: Reaction SMILES: [BH4-:1].[C:3]([CH3:4])([CH3:5])([CH3:6])[O:7][C:8](=[O:9])[N:10]1[CH:11]2[C:12]([S:17](=[O:18])(=[O:19])[c:20]3[cH:21][cH:22][c:23]([CH3:26])[cH:24][cH:25]3)=[CH:13][CH:14]1[CH:15]=[CH:16]2.[C:40]([O-:41])(=[O:42])[CH3:43].[C:45]([O-:46])(=[O:47])[CH3:48].[CH2:31]1[O:32][CH2:33][CH2:34][CH2:35]1.[CH3:28][CH2:29][OH:30].[ClH:27].[Na+:2].[Ni+2:44].[OH2:36].[OH2:37].[OH2:38].[OH2:39]>>[C:3]([CH3:4])([CH3:5])([CH3:6])[O:7][C:8](=[O:9])[N:10]1[CH:11]2[C:12]([S:17](=[O:18])(=[O:19])[c:20]3[cH:21][cH:22][c:23]([CH3:26])[cH:24][cH:25]3)=[CH:13][CH:14]1[CH2:15][CH2:16]2. Starting materials: [BH4-], Cc1ccc(S(=O)(=O)C2=CC3C=CC2N3C(=O)OC(C)(C)C)cc1, CC(=O)[O-], CC(=O)[O-], C1CCOC1, CCO, Cl, [Na+], [Ni+2], O, O, O, O. Product: Cc1ccc(S(=O)(=O)C2=CC3CCC2N3C(=O)OC(C)(C)C)cc1. Starting materials: C(C1=CC=CC=C1)OC1=CC=C(C=C1)C12C(OC3=C1C=CC=C3)CCCC2 (9b-(4-(Benzyloxy)phenyl)-1,2,3,4,4a,9b-hexahydrodibenzo-[b,d]furan), FC1=C(C=CC=C1)C1(C(CCCCC1)=O)C1=CC=C(C=C1)O (2-(2-Fluorophenyl)-2-(4-hydroxyphenyl)cycloheptanone). The product is C1=CC=CC=2OC3C(C21)(CCCC3)C3=CC=C(C=C3)O (4-(5a,6,7,8,9,9a-Hexahydrodibenzo[b,d]furan-9a-yl)phenol). RXN SMILES: C([O:8][C:9]1[CH:14]=[CH:13][C:12]([C:15]23[CH2:27][CH2:26][CH2:25][CH2:24][CH:16]2[O:17][C:18]2[CH:23]=[CH:22][CH:21]=[CH:20][C:19]=23)=[CH:11][CH:10]=1)C1C=CC=CC=1.FC1C=CC=CC=1C1(C2C=CC(O)=CC=2)CCCCCC1=O>>[CH:20]1[C:19]2[C:15]3([C:12]4[CH:11]=[CH:10][C:9]([OH:8])=[CH:14][CH:13]=4)[CH2:27][CH2:26][CH2:25][CH2:24][CH:16]3[O:17][C:18]=2[CH:23]=[CH:22][CH:21]=1. Reported procedure: The title compound 961 was synthesized from compound 34 (10 mg) using the procedure described for the synthesis of compound 20. Purity LC MS/UV: m/z=265 (M−1) was confirmed. Yield: 7 mg (93%). 1H-NMR (400 MHz, CDCl3): δ ppm 7.26-7.20 (m, 2H), 7.17-7.11 (m, 1H), 6.87-6.84 (m, 3H), 6.80-6.77 (m, 2H), 4.83 (t, J=4.29, 4.29 Hz, 1H), 4.67 (s, 1H), 2.35-2.22 (m, 1H), 2.05-1.96 (m, 1H), 1.86-1.50 (m, 6H). The reactants are O (water), Intermediate #18, ClCCOC1=CC=C(CN2C3=CC=C(C=C3C=3CCC4=C(C23)C=CC(=C4)OC)OCC4=CC=CC=C4)C=C1 (11-[4-(2-Chloroethoxy)-benzyl]-8-benzyloxy-3-methoxy-5,11-dihydro-6H-benzo[a]carbazole), N1CCCCC1 (piperidine). Run in CN(C)C=O (DMF). Reaction conditions: temperature 65 celsius. Yields the product COC1=CC2=C(C=3N(C4=CC=C(C=C4C3CC2)OCC2=CC=CC=C2)CC2=CC=C(C=C2)OCCN2CCCCC2)C=C1 (3-Methoxy-8-benzyloxy-11-[4-(2-piperidin-1-yl-ethoxy)-benzyl]-5,11-dihydro-6H-benzo[a]carbazole). As a reaction SMILES: Cl[CH2:2][CH2:3][O:4][C:5]1[CH:38]=[CH:37][C:8]([CH2:9][N:10]2[C:22]3[C:21]4[CH:23]=[CH:24][C:25]([O:27][CH3:28])=[CH:26][C:20]=4[CH2:19][CH2:18][C:17]=3[C:16]3[C:11]2=[CH:12][CH:13]=[C:14]([O:29][CH2:30][C:31]2[CH:36]=[CH:35][CH:34]=[CH:33][CH:32]=2)[CH:15]=3)=[CH:7][CH:6]=1.[NH:39]1[CH2:44][CH2:43][CH2:42][CH2:41][CH2:40]1.O>CN(C=O)C>[CH3:28][O:27][C:25]1[CH:24]=[CH:23][C:21]2[C:22]3[N:10]([CH2:9][C:8]4[CH:37]=[CH:38][C:5]([O:4][CH2:3][CH2:2][N:39]5[CH2:44][CH2:43][CH2:42][CH2:41][CH2:40]5)=[CH:6][CH:7]=4)[C:11]4[C:16]([C:17]=3[CH2:18][CH2:19][C:20]=2[CH:26]=1)=[CH:15][C:14]([O:29][CH2:30][C:31]1[CH:36]=[CH:35][CH:34]=[CH:33][CH:32]=1)=[CH:13][CH:12]=4. Reported procedure: Intermediate #18, 11-[4-(2-Chloroethoxy)-benzyl]-8-benzyloxy-3-methoxy-5,11-dihydro-6H-benzo[a]carbazole, (6 g, 11.5 mmol) in DMF was treated with KI (2.5 g, 15.0 mmol) and piperidine (12 mL) and heated to 65° C. for 18 hours. The reaction was worked up by pouring the crude reaction mixture into water and extracting with ethyl acetate. The ethyl acetate layer was washed with NaHCO3 aq., brine and dried over MgSO4. The resultant was chromatographed on silica gel using CH2Cl2 (100%), CH2Cl2 :MeOH ... Reactants: CC#N, O=C(CC(F)(F)F)NCc1ccc(Cl)c(CO)c1, O=[Mn]=O. Yields the product O=Cc1cc(CNC(=O)CC(F)(F)F)ccc1Cl. Reaction SMILES: [CH3:19][C:20]#[N:21].[Cl:1][c:2]1[c:3]([CH2:17][OH:18])[cH:4][c:5]([CH2:6][NH:7][C:8]([CH2:9][C:10]([F:11])([F:12])[F:13])=[O:14])[cH:15][cH:16]1.[O:22]=[Mn:23]=[O:24]>>[Cl:1][c:2]1[c:3]([CH:17]=[O:18])[cH:4][c:5]([CH2:6][NH:7][C:8]([CH2:9][C:10]([F:11])([F:12])[F:13])=[O:14])[cH:15][cH:16]1. Starting materials: Clc1cccc(Cl)c1-c1noc(C2CC2)c1CBr, CC(C)(C)OC(=O)N1CCCC(O)CC1, CC(C)(C)[O-], [K+], C1COCCOCCOCCOCCOCCO1, C1CCOC1, O. Yields the product CC(C)(C)OC(=O)N1CCCC(OCc2c(-c3c(Cl)cccc3Cl)noc2C2CC2)CC1. As a reaction SMILES: [Br:40][CH2:41][c:42]1[c:43](-[c:50]2[c:51]([Cl:57])[cH:52][cH:53][cH:54][c:55]2[Cl:56])[n:44][o:45][c:46]1[CH:47]1[CH2:48][CH2:49]1.[C:1]([CH3:2])([CH3:3])([CH3:4])[O:5][C:6](=[O:7])[N:8]1[CH2:9][CH2:10][CH:11]([OH:15])[CH2:12][CH2:13][CH2:14]1.[CH3:34][C:35]([CH3:36])([O-:37])[CH3:38].[K+:39].[O:16]1[CH2:17][CH2:18][O:19][CH2:20][CH2:21][O:22][CH2:23][CH2:24][O:25][CH2:26][CH2:27][O:28][CH2:29][CH2:30][O:31][CH2:32][CH2:33]1.[O:58]1[CH2:59][CH2:60][CH2:61][CH2:62]1.[OH2:63]>>[C:1]([CH3:2])([CH3:3])([CH3:4])[O:5][C:6](=[O:7])[N:8]1[CH2:9][CH2:10][CH:11]([O:15][CH2:41][c:42]2[c:43](-[c:50]3[c:51]([Cl:57])[cH:52][cH:53][cH:54][c:55]3[Cl:56])[n:44][o:45][c:46]2[CH:47]2[CH2:48][CH2:49]2)[CH2:12][CH2:13][CH2:14]1. The reactants are CN(C=CC(=O)C1=CC=CC=C1)C (3-dimethylaminoacrylophenone), NC1=NNC(=C1C#N)CC (3-amino-5-ethylpyrazole-4-carbonitrile). Solvent: C(C)(=O)O (acetic acid). The product is C(C)C1=NN2C(N=CC=C2C2=CC=CC=C2)=C1C#N (2-Ethyl-7-phenylpyrazolo[1,5-a]pyrimidine-3-carbonitrile). As a reaction SMILES: C[N:2]([CH3:13])[CH:3]=[CH:4][C:5]([C:7]1[CH:12]=[CH:11][CH:10]=[CH:9][CH:8]=1)=O.[NH2:14][C:15]1[C:19](C#N)=[C:18]([CH2:22][CH3:23])[NH:17][N:16]=1>C(O)(=O)C>[CH2:22]([C:18]1[C:19]([C:15]#[N:14])=[C:13]2[N:2]=[CH:3][CH:4]=[C:5]([C:7]3[CH:8]=[CH:9][CH:10]=[CH:11][CH:12]=3)[N:16]2[N:17]=1)[CH3:23]. Reported procedure: A mixture of 0.71 g. of 3-dimethylaminoacrylophenone, 15 ml. of glacial acetic acid and 0.55 g. of 3-amino-5-ethylpyrazole-4-carbonitrile is refluxed for 16 hours and then evaporated. The residue is treated as described in Example 1, giving the desired product, m.p. 132°-134° C. Starting materials: ClC1=CC=C(C=C1)C1(CC1)C(=O)O (1-(4-chlorophenyl)cyclopropanecarboxylic acid), NCCCN1CCC(CC1)C=1C=CC(=C(C1)NC(C(C)C)=O)F (N-{5-[1-(3-aminopropyl)-4-piperidinyl]-2-fluorophenyl}-2-methylpropanamide). Yields the product ClC1=CC=C(C=C1)C1(CC1)C(=O)NCCCN1CCC(CC1)C1=CC(=C(C=C1)F)NC(C(C)C)=O (1-(4-CHLOROPHENYL)-N-(3-{4-[4-FLUORO-3-(ISOBUTYRYLAMINO)PHENYL]-1-PIPERIDINYL}PROPYL)CYCLOPROPANECARBOXAMIDE). Reaction SMILES: [Cl:1][C:2]1[CH:7]=[CH:6][C:5]([C:8]2([C:11]([OH:13])=O)[CH2:10][CH2:9]2)=[CH:4][CH:3]=1.[NH2:14][CH2:15][CH2:16][CH2:17][N:18]1[CH2:23][CH2:22][CH:21]([C:24]2[CH:25]=[CH:26][C:27]([F:36])=[C:28]([NH:30][C:31](=[O:35])[CH:32]([CH3:34])[CH3:33])[CH:29]=2)[CH2:20][CH2:19]1>>[Cl:1][C:2]1[CH:3]=[CH:4][C:5]([C:8]2([C:11]([NH:14][CH2:15][CH2:16][CH2:17][N:18]3[CH2:23][CH2:22][CH:21]([C:24]4[CH:25]=[CH:26][C:27]([F:36])=[C:28]([NH:30][C:31](=[O:35])[CH:32]([CH3:33])[CH3:34])[CH:29]=4)[CH2:20][CH2:19]3)=[O:13])[CH2:9][CH2:10]2)=[CH:6][CH:7]=1. Procedure details: Example 47 was prepared from 1-(4-chlorophenyl)cyclopropanecarboxylic acid and N-{5-[1-(3-aminopropyl)-4-piperidinyl]-2-fluorophenyl}-2-methylpropanamide according to the procedures described in Scheme 9: 1H NMR (400 MHz, CDCl3) δ 8.32–8.18 (m, 1H), 7.43–7.25 (m, 5H), 7.08–6.93 (m, 1H), 6.93–6.79 (br, 1H), 5.74–5.59 (br, 1H), 3.35–3.15 (m, 2H), 3.93–2.75 (m, 2H), 2.65–2.49 (m, 1H), 2.49–2.34 (m, 1H), 2.34–2.19 (m, 2H), 2.00–1.83 (m, 2H), 1.82–1.68 (m, 2H), 1.68–1.48 (m, 4H), 1.36–1.17 (m, 2H), 1... RXN SMILES: [F:1][C:2]1[CH:7]=[CH:6][C:5]([OH:8])=[C:4]([CH3:9])[CH:3]=1.[CH2:10]1N2CN3CN(C2)CN1C3.S(=O)(=O)(O)O.[OH2:25]>FC(F)(F)C(O)=O>[F:1][C:2]1[CH:7]=[C:6]([CH3:10])[C:5]([OH:8])=[C:4]([CH:3]=1)[CH:9]=[O:25]. Reaction conditions: temperature 100 celsius, time 3 hour. Starting materials: FC1=CC(=C(C=C1)O)C (4-fluoro-2-methylphenol), S(O)(O)(=O)=O (sulphuric acid), O (water), C1N2CN3CN1CN(C2)C3 (hexamethylenetetramine). Product: FC=1C=C(C(=C(C=O)C1)O)C (5-fluoro-2-hydroxy-3-methylbenzaldehyde). Reported procedure: 84 g of 4-fluoro-2-methylphenol are dissolved in 512 ml of trifluoroacetic acid and admixed with 181 g of hexamethylenetetramine in portions. On completion of addition, the reaction solution is heated to 100° C. for 5 hours. After cooling, first 80 ml of 50% sulphuric acid and then 480 ml of water are added dropwise, then the solution is stirred further at room temperature for 3 hours. The reaction solution is extracted three times with dichloromethane. The combined extracts are washed once with... Solvent: FC(C(=O)O)(F)F (trifluoroacetic acid).